Dataset: the Open Reaction Database (ORD), a public repository of structured organic reaction records. Task: describe an organic reaction: reactants, conditions, products, and yield Reactants: C(C)(C)(C)OC(=O)N1CCN(CC1)C=1C=C(C=NC1)N1C(C2=C(N3CCC[C@H]3C1)N=C(N=C2)NCC)=O ((S)-5-[5-(4-Tert-butoxycarbonylpiperazine-1-yl)pyridin-3-yl]-9-ethylamino-1,2,3,3a,4,5-hexahydro-5,8,10,10b-tetraazabenzo[e]azulen-6-one), Cl.C(C)O (hydrochloric acid ethanol). Procedure details: (S)-5-[5-(4-Tert-butoxycarbonylpiperazine-1-yl)pyridin-3-yl]-9-ethylamino-1,2,3,3a,4,5-hexahydro-5,8,10,10b-tetraazabenzo[e]azulen-6-one (104 mg, 0.204 mmol) obtained in Step 1 was dissolved in ethanol (2 mL), and the mixture was stirred at room temperature for 1.5 hours after adding 4 mol/L hydrochloric acid-ethanol (3 mL). After concentrating the mixture, a saturated aqueous sodium bicarbonate solution was added, and the mixture was extracted with chloroform. The organic layer was dried over a... Run at time 1.5 hour. As a reaction SMILES: C(OC([N:8]1[CH2:13][CH2:12][N:11]([C:14]2[CH:15]=[C:16]([N:20]3[CH2:29][C@H:28]4[N:24]([CH2:25][CH2:26][CH2:27]4)[C:23]4[N:30]=[C:31]([NH:34][CH2:35][CH3:36])[N:32]=[CH:33][C:22]=4[C:21]3=[O:37])[CH:17]=[N:18][CH:19]=2)[CH2:10][CH2:9]1)=O)(C)(C)C.Cl.C(O)C>C(O)C>[CH2:35]([NH:34][C:31]1[N:32]=[CH:33][C:22]2[C:21](=[O:37])[N:20]([C:16]3[CH:17]=[N:18][CH:19]=[C:14]([N:11]4[CH2:12][CH2:13][NH:8][CH2:9][CH2:10]4)[CH:15]=3)[CH2:29][C@H:28]3[N:24]([CH2:25][CH2:26][CH2:27]3)[C:23]=2[N:30]=1)[CH3:36] |f:1.2|. Solvent: C(C)O (ethanol). Yields the product C(C)NC=1N=CC2=C(N3CCC[C@H]3CN(C2=O)C=2C=NC=C(C2)N2CCNCC2)N1 ((S)-9-ethylamino-5-[5-(piperazine-1-yl)pyridin-3-yl]-1,2,3,3a,4,5-hexahydro-5,8,10,10b-tetraazabenzo[e]azulen-6-one). The yield is 67.3%. Reactants: CCCc1c(OCCCCBr)ccc(C(C)=O)c1O, CS(C)=O, [K+], O, N#C[S-]. Product: CCCCOc1ccc(C(C)=O)c(O)c1CCC, N#C[S-]. As a reaction SMILES: [C:1]([CH3:2])(=[O:3])[c:4]1[c:5]([OH:19])[c:6]([CH2:16][CH2:17][CH3:18])[c:7]([O:8][CH2:9][CH2:10][CH2:11][CH2:12][Br:13])[cH:14][cH:15]1.[CH3:20][S:21]([CH3:22])=[O:23].[K+:24].[OH2:28].[S-:25][C:26]#[N:27]>>[C:1]([CH3:2])(=[O:3])[c:4]1[c:5]([OH:19])[c:6]([CH2:16][CH2:17][CH3:18])[c:7]([O:8][CH2:9][CH2:10][CH2:11][CH3:12])[cH:14][cH:15]1.[S-:25][C:26]#[N:27]. Reactants: C(O)([O-])=O.[Na+] (sodium hydrogen carbonate), CN1N=C(C2=CC=C(C=C12)OCC1=CC=CC=C1)N (1-methyl-6-(phenylmethoxy)-1H-indazol-3-amine), ClC(=O)OCC (ethyl chloroformate). Run in O1CCCC1.O (tetrahydrofuran water). Conditions: temperature 25 celsius, time 30 minute. Product: CN1N=C(C2=CC=C(C=C12)OCC1=CC=CC=C1)NC(OCC)=O (Ethyl [1-methyl-6-(phenylmethoxy)-1H-indazol-3-yl)carbamate). The yield is 79.2%. As a reaction SMILES: C(=O)([O-])O.[Na+].[CH3:6][N:7]1[C:15]2[C:10](=[CH:11][CH:12]=[C:13]([O:16][CH2:17][C:18]3[CH:23]=[CH:22][CH:21]=[CH:20][CH:19]=3)[CH:14]=2)[C:9]([NH2:24])=[N:8]1.Cl[C:26]([O:28][CH2:29][CH3:30])=[O:27]>O1CCCC1.O>[CH3:6][N:7]1[C:15]2[C:10](=[CH:11][CH:12]=[C:13]([O:16][CH2:17][C:18]3[CH:19]=[CH:20][CH:21]=[CH:22][CH:23]=3)[CH:14]=2)[C:9]([NH:24][C:26](=[O:27])[O:28][CH2:29][CH3:30])=[N:8]1 |f:0.1,4.5|. Procedure: 9.8 g of sodium hydrogen carbonate (0.117 mol) are added to a solution of 19.7 g (0.078 mol) of 1-methyl-6-(phenylmethoxy)-1H-indazol-3-amine in 200 ml of a 9:1 mixture of tetrahydrofuran/water, and then 8.9 ml (0.093 mol) of ethyl chloroformate are added dropwise while maintaining the temperature at 25° C. A milky suspension is obtained which is left with stirring for 30 minutes, and then the solvent is evaporated off under reduced pressure. The residue is treated with dichloromethane and water... Starting materials: I.C1(=CC=CC=C1)C(NC(SC)=N)C1=CC=CC=C1 (1-diphenylmethyl-2-methylthiopseudourea hydroiodide), NCCCCN (1,4-diaminobutane), CS (methyl mercaptan). The solvent is C(C)(C)O (isopropanol), ClC1=C(C=CC=C1)Cl (o-dichlorobenzene). Product: I.C1(=CC=CC=C1)C(C1=CC=CC=C1)NC=1NCCCCN1 (2-diphenylmethylamino-4,5,6,7-tetrahydro-1H-1,3-diazepine hydroiodide). RXN SMILES: [IH:1].[C:2]1([CH:8]([C:14]2[CH:19]=[CH:18][CH:17]=[CH:16][CH:15]=2)[NH:9][C:10](=[NH:13])SC)[CH:7]=[CH:6][CH:5]=[CH:4][CH:3]=1.[NH2:20][CH2:21][CH2:22][CH2:23][CH2:24]N.CS>ClC1C=CC=CC=1Cl.C(O)(C)C>[IH:1].[C:2]1([CH:8]([NH:9][C:10]2[NH:20][CH2:21][CH2:22][CH2:23][CH2:24][N:13]=2)[C:14]2[CH:19]=[CH:18][CH:17]=[CH:16][CH:15]=2)[CH:7]=[CH:6][CH:5]=[CH:4][CH:3]=1 |f:0.1,6.7|. Procedure details: A suspension of 38.43 grams (0.1 mole) of 1-diphenylmethyl-2-methylthiopseudourea hydroiodide and 8.82 grams (0.1 mole) of 1,4-diaminobutane in 500 milliliters of o-dichlorobenzene was stirred and heated under reflux overnight (about 19 hours). During the heating a reaction took place with the evolution of a basic gas and methyl mercaptan and the formation of a dark oily layer. While the mixture was still warm, the solvent was decanted from the oily layer, diluted with about 1.5 liters of ether ...